Dataset: the Open Reaction Database (ORD), a public repository of structured organic reaction records. Task: describe an organic reaction: reactants, conditions, products, and yield Starting materials: ClC=1C=C(C=CC1)CC(=O)O (3-chlorophenylacetic acid), NC(C(=O)OCC(C)C)CC (iso-butyl 2-aminobutyrate). The product is C(C(C)C)OC(C(CC)NC(CC1=CC(=CC=C1)Cl)=O)=O (2-[(3-chlorophenyl)acetamido]butyric acid iso-butyl ester). RXN SMILES: [Cl:1][C:2]1[CH:3]=[C:4]([CH2:8][C:9]([OH:11])=O)[CH:5]=[CH:6][CH:7]=1.[NH2:12][CH:13]([CH2:21][CH3:22])[C:14]([O:16][CH2:17][CH:18]([CH3:20])[CH3:19])=[O:15]>>[CH2:17]([O:16][C:14](=[O:15])[CH:13]([NH:12][C:9](=[O:11])[CH2:8][C:4]1[CH:5]=[CH:6][CH:7]=[C:2]([Cl:1])[CH:3]=1)[CH2:21][CH3:22])[CH:18]([CH3:19])[CH3:20]. Reported procedure: Following General Procedure BI above and using 3-chlorophenylacetic acid (Aldrich) and iso-butyl 2-aminobutyrate (prepared following General Procedure BJ above), the title compound was prepared. The reaction was monitored by tlc on silica gel and purification was by filtration as described in the general procedure. The reactants are BrCCN1S(N(C2=C1C=CC=C2)C2=CC=CC=C2)(=O)=O (1-(2-bromoethyl)-3-phenyl-1,3-dihydro-2,1,3-benzothiadiazole 2,2-dioxide), C[C@@H]1N[C@@H](CNC1)C (cis-2,6-dimethylpiperazine). Solvent: C(C)O (ethanol). Conditions: temperature 90 celsius. Yields the product C[C@@H]1CN(C[C@@H](N1)C)CCN1S(N(C2=C1C=CC=C2)C2=CC=CC=C2)(=O)=O (1-[2-(cis-3,5-dimethylpiperazin-1-yl)ethyl]-3-phenyl-1,3-dihydro-2,1,3-benzothiadiazole 2,2-dioxide). Yield: 69.9%. As a reaction SMILES: Br[CH2:2][CH2:3][N:4]1[C:8]2[CH:9]=[CH:10][CH:11]=[CH:12][C:7]=2[N:6]([C:13]2[CH:18]=[CH:17][CH:16]=[CH:15][CH:14]=2)[S:5]1(=[O:20])=[O:19].[CH3:21][C@H:22]1[CH2:27][NH:26][CH2:25][C@@H:24]([CH3:28])[NH:23]1>C(O)C>[CH3:21][C@H:22]1[NH:23][C@@H:24]([CH3:28])[CH2:25][N:26]([CH2:2][CH2:3][N:4]2[C:8]3[CH:9]=[CH:10][CH:11]=[CH:12][C:7]=3[N:6]([C:13]3[CH:18]=[CH:17][CH:16]=[CH:15][CH:14]=3)[S:5]2(=[O:20])=[O:19])[CH2:27]1. Reported procedure: A mixture of 1-(2-bromoethyl)-3-phenyl-1,3-dihydro-2,1,3-benzothiadiazole 2,2-dioxide (212 mg, 0.600 mmol), cis-2,6-dimethylpiperazine (411 mg, 3.60 mmol, 6 equiv.) and ethanol (5 mL) in a sealed reaction vessel was heated at 90° C. for 8 h. After cooling, solvent was removed, and the residue was dissolved in ethyl acetate (15 mL). The resulting solution was washed with an aqueous potassium carbonate solution, water, dried (anhydrous sodium sulfate), and concentrated. The crude oil was pre-adsor... The reactants are C1CCOC1, C[Si](C)(C)[N-][Si](C)(C)C, CCC(CC)Nc1cc(C)nc(Oc2c(C)cc(C)cc2C)c1NC(=O)CCl, F, [Li+]. Yields the product CCC(CC)N1CC(=O)Nc2c1cc(C)nc2Oc1c(C)cc(C)cc1C. As a reaction SMILES: [CH2:39]1[O:40][CH2:41][CH2:42][CH2:43]1.[CH3:29][Si:30]([N-:31][Si:32]([CH3:33])([CH3:34])[CH3:35])([CH3:36])[CH3:37].[Cl:1][CH2:2][C:3](=[O:4])[NH:5][c:6]1[c:7]([O:19][c:20]2[c:21]([CH3:28])[cH:22][c:23]([CH3:27])[cH:24][c:25]2[CH3:26])[n:8][c:9]([CH3:18])[cH:10][c:11]1[NH:12][CH:13]([CH2:14][CH3:15])[CH2:16][CH3:17].[FH:44].[Li+:38]>>[CH2:2]1[C:3](=[O:4])[NH:5][c:6]2[c:7]([O:19][c:20]3[c:21]([CH3:28])[cH:22][c:23]([CH3:27])[cH:24][c:25]3[CH3:26])[n:8][c:9]([CH3:18])[cH:10][c:11]2[N:12]1[CH:13]([CH2:14][CH3:15])[CH2:16][CH3:17]. Reactants: [Li+].C[Si](C)(C)[N-][Si](C)(C)C (LiHMDS), COC1=CC=C(CN)C=C1 (4-methoxybenzylamine), ClC1=CC=C2C(=N1)NC=C2C(C)=O (1-(6-chloro-1H-pyrrolo[2,3-b]pyridin-3-yl)-ethanone), CC(C)C1=CC(=C(C(=C1)C(C)C)C2=C(C=CC(=C2P(C3CCCCC3)C4CCCCC4)OC)OC)C(C)C (BrettPhos), teflon. The reagents and catalysts are CC(C)C1=CC(=C(C(=C1)C(C)C)C2=C(C=CC(=C2P(C3CCCCC3)C4CCCCC4)OC)OC)C(C)C.C1=CC=C([C-]=C1)CCN.Cl[Pd+] (BrettPhos precatalyst). Run at temperature 65 celsius. Yields the product COC1=CC=C(CNC2=CC=C3C(=N2)NC=C3C(C)=O)C=C1 (1-[6-(4-Methoxy-benzylamino)-1H-pyrrolo[2,3-b]pyridin-3-yl]-ethanone). RXN SMILES: Cl[C:2]1[N:7]=[C:6]2[NH:8][CH:9]=[C:10]([C:11](=[O:13])[CH3:12])[C:5]2=[CH:4][CH:3]=1.CC(C1C=C(C(C)C)C(C2C(P(C3CCCCC3)C3CCCCC3)=C(OC)C=CC=2OC)=C(C(C)C)C=1)C.[Li+].C[Si]([N-][Si](C)(C)C)(C)C.[CH3:62][O:63][C:64]1[CH:71]=[CH:70][C:67]([CH2:68][NH2:69])=[CH:66][CH:65]=1>CC(C1C=C(C(C)C)C(C2C(P(C3CCCCC3)C3CCCCC3)=C(OC)C=CC=2OC)=C(C(C)C)C=1)C.C1C=[C-]C(CCN)=CC=1.Cl[Pd+]>[CH3:62][O:63][C:64]1[CH:71]=[CH:70][C:67]([CH2:68][NH:69][C:2]2[N:7]=[C:6]3[NH:8][CH:9]=[C:10]([C:11](=[O:13])[CH3:12])[C:5]3=[CH:4][CH:3]=2)=[CH:66][CH:65]=1 |f:2.3,5.6.7|. Procedure: The reaction was performed according to the protocol described in Org. Lett., 2010, 12(20), 4438-4441. A vial containing 1-(6-chloro-1H-pyrrolo[2,3-b]pyridin-3-yl)-ethanone (100 mg, 0.49 mmol), BrettPhos (2.62 mg, 4.88 μmol) and BrettPhos precatalyst (3.9 mg, 4.88 μmol) and a magnetic stir bar was sealed with a teflon screw-cap, evacuated and backfilled with argon. A balloon of argon was placed on top of the vial, to allow a pressure balance and LiHMDS (1 M in THF, 1172 μL, 1.17 mmol) was added,...